From a dataset of the Open Reaction Database (ORD), a public repository of structured organic reaction records. describe an organic reaction: reactants, conditions, products, and yield The reactants are Cl (Hydrochloric acid), ClC1=CC2=C(NC(=N2)C2CN(C2)C(=O)OC(C)(C)C)C=C1 (tert-butyl 3-(5-chloro-1H-benzo[d]imidazol-2-yl)azetidine-1-carboxylate), CO (MeOH). Run in O1CCOCC1 (dioxane), O1CCOCC1 (1,4-dioxane). Reaction conditions: time 2 hour. Yields the product N1CC(C1)C1=NC2=C(N1)C=CC(=C2)Cl (2-(AZETIDIN-3-YL)-5-CHLORO-1H-BENZO[D]IMIDAZOLE). The yield is 62.2%. RXN SMILES: Cl.[Cl:2][C:3]1[CH:22]=[CH:21][C:6]2[NH:7][C:8]([CH:10]3[CH2:13][N:12](C(OC(C)(C)C)=O)[CH2:11]3)=[N:9][C:5]=2[CH:4]=1.CO>O1CCOCC1>[NH:12]1[CH2:13][CH:10]([C:8]2[NH:7][C:6]3[CH:21]=[CH:22][C:3]([Cl:2])=[CH:4][C:5]=3[N:9]=2)[CH2:11]1. Procedure: Hydrochloric acid, 4.0 m solution in 1,4-dioxane (16.25 mL, 65.0 mmol) was added to a solution of tert-butyl 3-(5-chloro-1H-benzo[d]imidazol-2-yl)azetidine-1-carboxylate (2 g, 6.50 mmol) in dioxane (20 ml) under argon. MeOH (20 mL) was added to the resulting suspension to make a solution and the mixture was stirred for 2 h at RT, at which time it turned back to a suspension. The mixture was filtered and the collected solid was washed with dioxane and air dried to give product as a white solid (8... Starting materials: C(C)(C)(C)OC(=O)N1CCNCC1 (1-tert-butoxycarbonylpiperazine), ClC=1C=C2C=CC(=CC2=CC1)S(=O)(=O)Cl (6-chloronaphth-2-ylsulphonyl chloride). The product is Cl.ClC=1C=C2C=CC(=CC2=CC1)S(=O)(=O)N1CCNCC1 (1-(6-chloronaphth-2-ylsulphonyl)piperazine hydrochloride salt). Yield: 58.0%. RXN SMILES: C(OC([N:8]1[CH2:13][CH2:12][NH:11][CH2:10][CH2:9]1)=O)(C)(C)C.[Cl:14][C:15]1[CH:16]=[C:17]2[C:22](=[CH:23][CH:24]=1)[CH:21]=[C:20]([S:25](Cl)(=[O:27])=[O:26])[CH:19]=[CH:18]2>>[ClH:14].[Cl:14][C:15]1[CH:16]=[C:17]2[C:22](=[CH:23][CH:24]=1)[CH:21]=[C:20]([S:25]([N:8]1[CH2:9][CH2:10][NH:11][CH2:12][CH2:13]1)(=[O:27])=[O:26])[CH:19]=[CH:18]2 |f:2.3|. Procedure: Using analogous procedures to those described in two of the paragraphs of the portion of Example 50 which is concerned with the preparation of starting materials, 1-tert-butoxycarbonylpiperazine was reacted with 6-chloronaphth-2-ylsulphonyl chloride to give 1-(6-chloronaphth-2-ylsulphonyl)piperazine hydrochloride salt in 58% yield. Reactants: [Si](C)(C)(C(C)(C)C)O[C@@H]1C=C2C=C[C@@H]([C@@H]([C@H]2[C@H](C1)OC(C(CC)OC1=C(C=CC=C1)C(C)(C)C)=O)CC[C@@H]1C[C@H](CC(O1)=O)O[Si](C)(C)C(C)(C)C)C ((4R,6R)-6-([1S,2S,6S,8S,8aR]-2-{1,2,6,7,8,8a-Hexahydro-6-t-butyldimethylsilyloxy-8-[(2RS)-2-(2-t-butylphenoxy)butyryloxy]-2-methyl-1-naphthyl}ethyl)tetrahydro-4-t-butyldimethylsilyloxy-2H-pyran-2-one), solution, [F-].C(CCC)[N+](CCCC)(CCCC)CCCC (tetrabutylammonium fluoride). The solvent is O1CCCC1 (tetrahydrofuran). The product is O[C@@H]1C=C2C=C[C@@H]([C@@H]([C@H]2[C@H](C1)OC(C(CC)OC1=C(C=CC=C1)C(C)(C)C)=O)CC[C@@H]1C[C@H](CC(O1)=O)O)C ((4R,6R)-6-([1S,2S,6S,8S,8aR]-2-{1,2,6,7,8,8a-Hexahydro-6-hydroxy-8-[(2RS)-2-(2-t-butylphenoxy)butyryloxy]-2-methyl-1-naphthyl}ethyl)tetrahydro-4-hydroxy-2H-pyran-2-one). Isolated yield 40.6%. Reaction SMILES: [Si]([O:8][C@H:9]1[CH2:18][C@H:17]([O:19][C:20](=[O:35])[CH:21]([O:24][C:25]2[CH:30]=[CH:29][CH:28]=[CH:27][C:26]=2[C:31]([CH3:34])([CH3:33])[CH3:32])[CH2:22][CH3:23])[C@H:16]2[C:11]([CH:12]=[CH:13][C@H:14]([CH3:53])[C@@H:15]2[CH2:36][CH2:37][C@H:38]2[O:43][C:42](=[O:44])[CH2:41][C@H:40]([O:45][Si](C(C)(C)C)(C)C)[CH2:39]2)=[CH:10]1)(C(C)(C)C)(C)C.[F-].C([N+](CCCC)(CCCC)CCCC)CCC>O1CCCC1>[OH:8][C@H:9]1[CH2:18][C@H:17]([O:19][C:20](=[O:35])[CH:21]([O:24][C:25]2[CH:30]=[CH:29][CH:28]=[CH:27][C:26]=2[C:31]([CH3:33])([CH3:34])[CH3:32])[CH2:22][CH3:23])[C@H:16]2[C:11]([CH:12]=[CH:13][C@H:14]([CH3:53])[C@@H:15]2[CH2:36][CH2:37][C@H:38]2[O:43][C:42](=[O:44])[CH2:41][C@H:40]([OH:45])[CH2:39]2)=[CH:10]1 |f:1.2|. Procedure details: A procedure similar to that described in Example 2, above, was followed, but using 1.40 g of (4R,6R)-6-([1S,2S,6S,8S,8aR]-2-{1,2,6,7,8,8a-hexahydro-6-t-butyldimethylsilyloxy-8-[(2RS)-2-(2-t-butylphenoxy)butyryloxy]-2-methyl-1-naphthyl}ethyl)tetrahydro-4-t-butyldimethylsilyloxy-2H-pyran-2-one [prepared as described in Example 133, above] and 43.7 ml of a 1.0 molar solution of tetrabutylammonium fluoride in tetrahydrofuran, to give 0.40 g of the title compound as white crystals, melting at between... Reactants: NC1=C(C=CC=C1)N (1,2-diaminobenzene), C1(=CC=CC=C1)S(=O)(=O)C1=CC=CC=C1 (diphenylsulfone), C1(=CC=CC=C1)C (toluene). Run at temperature 150 celsius. The product is OC1=CC=C(C=C1)C=1NC2=C(N1)C=CC=C2 (2-(4-Hydroxyphenyl)benzimidazole). Yield: 64.0%. As a reaction SMILES: [NH2:1][C:2]1[CH:7]=[CH:6][CH:5]=[CH:4][C:3]=1[NH2:8].C1(S(C2C=CC=CC=2)(=O)=[O:16])C=CC=CC=1.[C:24]1([CH3:30])[CH:29]=[CH:28][CH:27]=[CH:26][CH:25]=1>>[OH:16][C:27]1[CH:28]=[CH:29][C:24]([C:30]2[NH:1][C:2]3[CH:7]=[CH:6][CH:5]=[CH:4][C:3]=3[N:8]=2)=[CH:25][CH:26]=1. Procedure details: A mixture of 1,2-diaminobenzene (25.17 g, 0.233 mol), phenyl-4-hydroxphenylbenzoate (50.17 g, 0.234 mol), diphenylsulfone (121.15 g), and toluene (100 ml) were heated under a nitrogen atmosphere for 16 hours at 150° C. The toluene was removed and the temperature increased to 260° C. and maintained for two and one-half hours. A vacuum was subsequently applied and the temperature increased to 290° C. and maintained for one and one-half hours. The warm reaction mixture was precipitated in toluene, ... The reactants are OC1=C(C=C(C=C1)C)N1N=C2C(=[N+]1[O-])C=CC=C2 (2-(2'-hydroxy-5'-methylphenyl)benzotriazole-N-oxide), four, CNC (dimethylamine), [H][H] (hydrogen), [H][H] (Hydrogen), solvent, C1(=CC=CC=C1)C (toluene), resultant mixture. Reagents/catalysts: [C].[Pd] (palladium carbon). Solvent: O (water). Product: OC1=C(C=C(C=C1)C)N1N=C2C(=N1)C=CC=C2 (2-(2'-hydroxy-5'-methylphenyl)benzotriazole). The yield is 89.0%. As a reaction SMILES: [OH:1][C:2]1[CH:7]=[CH:6][C:5]([CH3:8])=[CH:4][C:3]=1[N:9]1[N+:13]([O-])=[C:12]2[CH:15]=[CH:16][CH:17]=[CH:18][C:11]2=[N:10]1.C1(C)C=CC=CC=1.CNC.[H][H]>[C].[Pd].O>[OH:1][C:2]1[CH:7]=[CH:6][C:5]([CH3:8])=[CH:4][C:3]=1[N:9]1[N:13]=[C:12]2[CH:15]=[CH:16][CH:17]=[CH:18][C:11]2=[N:10]1 |f:4.5|. Procedure: 24.1 g (0.1 mol) of 2-(2'-hydroxy-5'-methylphenyl)benzotriazole-N-oxide, 0.125 g of 5% palladium carbon, 150 ml of a solvent mixture comprising toluene and water (ratio by volume, 4:1) and 7 g of 50% dimethylamine were charged into a 500-ml four neck flask. After the air in the flask had been replaced by nitrogen, the resultant mixture was agitated at room temperature. Hydrogen was then supplemented to allow for the amount of hydrogen absorbed by the mixture, which was then subjected to reaction...